The task is: describe an organic reaction: reactants, conditions, products, and yield. This data is from the Open Reaction Database (ORD), a public repository of structured organic reaction records. The reactants are BrC=1C=C(C(=O)C2=NC=CC=C2OCOC)C=CC1 (2-(3-bromobenzoyl)-3-methoxymethoxy pyridine), S(O)(O)(=O)=O (sulfuric acid), CC(=O)C (acetone), [OH-].[Na+] (sodium hydroxide). Run in O (water). Product: BrC=1C=C(C(=O)C2=NC=CC=C2O)C=CC1 (2-(3-bromobenzoyl)-3-hydroxypyridine). The yield is 93.1%. Reaction SMILES: [Br:1][C:2]1[CH:3]=[C:4]([CH:17]=[CH:18][CH:19]=1)[C:5]([C:7]1[C:12]([O:13]COC)=[CH:11][CH:10]=[CH:9][N:8]=1)=[O:6].S(=O)(=O)(O)O.CC(C)=O.[OH-].[Na+]>O>[Br:1][C:2]1[CH:3]=[C:4]([CH:17]=[CH:18][CH:19]=1)[C:5]([C:7]1[C:12]([OH:13])=[CH:11][CH:10]=[CH:9][N:8]=1)=[O:6] |f:3.4|. Procedure details: A mixture of 2-(3-bromobenzoyl)-3-methoxymethoxy pyridine (5.55 g), 3.6N-sulfuric acid (11 mL) and acetone (30 mL) was subjected to reflux for 3 hours. The reaction mixture was poured into water, neutralized with an aqueous solution of sodium hydroxide, and extracted with ethyl acetate. The extract was washed with water and a saturated aqueous saline solution, successively, and dried (sodium sulfate) and then concentrated. The concentrate was purified by means of a silica gel column (ethyl aceta... The reactants are C1(CC1)C1=CN=C(C(=N1)C(=O)NC1=C(C(=O)O)C=CN=C1)NC=1C=NC=NC1 (3-{[6-Cyclopropyl-3-(pyrimidin-5-ylamino)-pyrazine-2-carbonyl]-amino}-isonicotinic acid), CC1(COC1)N (3-methyloxetan-3-amine). Product: CC1(COC1)NC(=O)C1=C(C=NC=C1)NC(=O)C1=NC(=CN=C1NC=1C=NC=NC1)C1CC1 (6-Cyclopropyl-3-(pyrimidin-5-ylamino)-pyrazine-2-carboxylic acid [4-(3-methyl-oxetan-3-ylcarbamoyl)-pyridin-3-yl]-amide). As a reaction SMILES: [CH:1]1([C:4]2[N:9]=[C:8]([C:10]([NH:12][C:13]3[CH:21]=[N:20][CH:19]=[CH:18][C:14]=3[C:15](O)=[O:16])=[O:11])[C:7]([NH:22][C:23]3[CH:24]=[N:25][CH:26]=[N:27][CH:28]=3)=[N:6][CH:5]=2)[CH2:3][CH2:2]1.[CH3:29][C:30]1([NH2:34])[CH2:33][O:32][CH2:31]1>>[CH3:29][C:30]1([NH:34][C:15]([C:14]2[CH:18]=[CH:19][N:20]=[CH:21][C:13]=2[NH:12][C:10]([C:8]2[C:7]([NH:22][C:23]3[CH:24]=[N:25][CH:26]=[N:27][CH:28]=3)=[N:6][CH:5]=[C:4]([CH:1]3[CH2:2][CH2:3]3)[N:9]=2)=[O:11])=[O:16])[CH2:33][O:32][CH2:31]1. Procedure details: According to the procedure described in step 3 of example 99, 3-{[6-cyclopropyl-3-(pyrimidin-5-ylamino)-pyrazine-2-carbonyl]-amino}-isonicotinic acid (example 99, step 2) was reacted with 3-methyloxetan-3-amine, providing the title compound was obtained as yellow solid (44%).